The task is: describe an organic reaction: reactants, conditions, products, and yield. This data is from the Open Reaction Database (ORD), a public repository of structured organic reaction records. Reactants: NC1=CC=CC=C1 (Aniline), C(C)OC(C(CC(C)=O)C(C1=CC=CC=C1)=O)=O (2-benzoyl-4-oxo-pentanoic acid ethyl ester), CC1=CC=C(C=C1)S(=O)(=O)O (tosic acid). Solvent: C(C)O (ethanol). Product: C(C)OC(=O)C1=C(N(C(=C1)C)C1=CC=CC=C1)C1=CC=CC=C1 (5-Methyl-1,2-diphenyl-1H-pyrrole-3-carboxylic Acid Ethyl Ester). Reaction SMILES: [NH2:1][C:2]1[CH:7]=[CH:6][CH:5]=[CH:4][CH:3]=1.[CH2:8]([O:10][C:11](=[O:25])[CH:12]([C:17](=O)[C:18]1[CH:23]=[CH:22][CH:21]=[CH:20][CH:19]=1)[CH2:13][C:14](=O)[CH3:15])[CH3:9].CC1C=CC(S(O)(=O)=O)=CC=1>C(O)C>[CH2:8]([O:10][C:11]([C:12]1[CH:13]=[C:14]([CH3:15])[N:1]([C:2]2[CH:7]=[CH:6][CH:5]=[CH:4][CH:3]=2)[C:17]=1[C:18]1[CH:19]=[CH:20][CH:21]=[CH:22][CH:23]=1)=[O:25])[CH3:9]. Procedure details: Aniline (10 mmol, 0.9 g), 2-benzoyl-4-oxo-pentanoic acid ethyl ester (10 mmol, 2.5 g), and tosic acid (0.1 g) were combined in ethanol, then heated under reflux. The named product was recrystallized from ethanol (m.p. 130° C.-131.7° C.). Reactants: CCCP1(=O)OP(=O)(OP(=O)(O1)CCC)CCC (1-propanephosphonic acid cyclic anhydride), CN1N=CC(=C1C(=O)O)[N+](=O)[O-] (2-methyl-4-nitro-2H-pyrazole-3-carboxylic acid), N1CCC1 (azetidine), C(C)(C)N(CC)C(C)C (diisopropylethylamine). Solvent: C(C)(=O)OCC (ethyl acetate). Run at time 40 hour. Product: N1(CCC1)C(=O)C=1N(N=CC1[N+](=O)[O-])C (Azetidin-1-yl(2-methyl-4-nitro-2H-pyrazol-3-yl)methanone). The yield is 73.1%. RXN SMILES: [CH3:1][N:2]1[C:6]([C:7]([OH:9])=O)=[C:5]([N+:10]([O-:12])=[O:11])[CH:4]=[N:3]1.[NH:13]1[CH2:16][CH2:15][CH2:14]1.C(N(C(C)C)CC)(C)C.CCCP1(OP(CCC)(=O)OP(CCC)(=O)O1)=O>C(OCC)(=O)C>[N:13]1([C:7]([C:6]2[N:2]([CH3:1])[N:3]=[CH:4][C:5]=2[N+:10]([O-:12])=[O:11])=[O:9])[CH2:16][CH2:15][CH2:14]1. Reported procedure: To a suspension of 2-methyl-4-nitro-2H-pyrazole-3-carboxylic acid (300 mg, 1.75 mmol), azetidine (354 μl, 5.25 mmol) and diisopropylethylamine (920 μl, 5.26 mmol) in ethyl acetate (7.5 ml) was added 1-propanephosphonic acid cyclic anhydride (3.68 ml, 6.13 mmol; 50% in ethyl acetate) at 0° C. The ice bath was removed and stirring at r.t. was continued for 40 h. The reaction mixture was poured into ethyl acetate (100 ml) and extracted with sodium bicarbonate (saturated aqueous solution) water and ... The reactants are ClC1=NC2=CC=C(C=C2N=C1N(C)C(C)C)C(=O)OC (methyl 2-chloro-3-(isopropyl(methyl)amino)quinoxaline-6-carboxylate), FC1=CC=C(C=C1)B(O)O (4-fluorophenylboronic acid), [O-]P(=O)([O-])[O-].[K+].[K+].[K+] (K3PO4). Reagents/catalysts: C=1C=CC(=CC1)[P](C=2C=CC=CC2)(C=3C=CC=CC3)[Pd]([P](C=4C=CC=CC4)(C=5C=CC=CC5)C=6C=CC=CC6)([P](C=7C=CC=CC7)(C=8C=CC=CC8)C=9C=CC=CC9)[P](C=1C=CC=CC1)(C=1C=CC=CC1)C=1C=CC=CC1 (Pd(PPh3)4). Solvent: O1CCOCC1 (1,4-dioxane). Conditions: temperature 110 celsius, time 8 hour. Product: FC1=CC=C(C=C1)C1=NC2=CC=C(C=C2N=C1N(C)C(C)C)C(=O)OC (Methyl 2-(4-fluorophenyl)-3-(isopropyl(methyl)amino)quinoxaline-6-carboxylate). RXN SMILES: Cl[C:2]1[C:11]([N:12]([CH:14]([CH3:16])[CH3:15])[CH3:13])=[N:10][C:9]2[C:4](=[CH:5][CH:6]=[C:7]([C:17]([O:19][CH3:20])=[O:18])[CH:8]=2)[N:3]=1.[F:21][C:22]1[CH:27]=[CH:26][C:25](B(O)O)=[CH:24][CH:23]=1.[O-]P([O-])([O-])=O.[K+].[K+].[K+]>C1C=CC([P]([Pd]([P](C2C=CC=CC=2)(C2C=CC=CC=2)C2C=CC=CC=2)([P](C2C=CC=CC=2)(C2C=CC=CC=2)C2C=CC=CC=2)[P](C2C=CC=CC=2)(C2C=CC=CC=2)C2C=CC=CC=2)(C2C=CC=CC=2)C2C=CC=CC=2)=CC=1.O1CCOCC1>[F:21][C:22]1[CH:27]=[CH:26][C:25]([C:2]2[C:11]([N:12]([CH:14]([CH3:16])[CH3:15])[CH3:13])=[N:10][C:9]3[C:4](=[CH:5][CH:6]=[C:7]([C:17]([O:19][CH3:20])=[O:18])[CH:8]=3)[N:3]=2)=[CH:24][CH:23]=1 |f:2.3.4.5,^1:42,44,63,82|. Procedure details: Into a 10-mL sealed tube, was placed methyl 2-chloro-3-(isopropyl(methyl)amino)quinoxaline-6-carboxylate (40 mg, 0.14 mmol, 1.00 equiv), 4-fluorophenylboronic acid (57.4 mg, 0.41 mmol, 3.00 equiv), Pd(PPh3)4 (31.4 mg, 0.03 mmol, 0.20 equiv), K3PO4 (116 mg, 0.55 mmol, 4.00 equiv), 1,4-dioxane (3 mL). The resulting solution was stirred for overnight at 110° C. in an oil bath. The solids were filtered out. The filtrate was concentrated under vacuum. The residue was purified by prep-TLC with ethyl a...